Dataset: the Open Reaction Database (ORD), a public repository of structured organic reaction records. Task: describe an organic reaction: reactants, conditions, products, and yield Starting materials: [BH3-]C#N, CC(C)=O, [Cl-], [Cl-], [Cl-], [Cl-], ClCCl, Nc1cnc(Cl)nc1Cl, [Na+], [Ti+4]. Yields the product CC(C)Nc1cnc(Cl)nc1Cl. RXN SMILES: [C:14]([BH3-:15])#[N:16].[CH3:10][C:11]([CH3:12])=[O:13].[Cl-:21].[Cl-:22].[Cl-:23].[Cl-:24].[Cl:18][CH2:19][Cl:20].[Cl:1][c:2]1[n:3][cH:4][c:5]([NH2:9])[c:6]([Cl:8])[n:7]1.[Na+:17].[Ti+4:25]>>[Cl:1][c:2]1[n:3][cH:4][c:5]([NH:9][CH:11]([CH3:10])[CH3:12])[c:6]([Cl:8])[n:7]1.